Task: describe an organic reaction: reactants, conditions, products, and yield. Dataset: the Open Reaction Database (ORD), a public repository of structured organic reaction records The reactants are O=C(n1ccnc1)n1ccnc1, CN(C)CCCCCN, O=C(O)c1ccc(-c2nnc(CSCCOc3ccccc3)o2)cc1. Product: CN(C)CCCCCNC(=O)c1ccc(-c2nnc(CSCCOc3ccccc3)o2)cc1. RXN SMILES: [C:26]([n:27]1[cH:28][cH:29][n:30][cH:31]1)([n:32]1[cH:33][cH:34][n:35][cH:36]1)=[O:37].[CH3:38][N:39]([CH2:40][CH2:41][CH2:42][CH2:43][CH2:44][NH2:45])[CH3:46].[O:1]([c:2]1[cH:3][cH:4][cH:5][cH:6][cH:7]1)[CH2:8][CH2:9][S:10][CH2:11][c:12]1[n:13][n:14][c:15](-[c:17]2[cH:18][cH:19][c:20]([C:21](=[O:22])[OH:23])[cH:24][cH:25]2)[o:16]1>>[O:1]([c:2]1[cH:3][cH:4][cH:5][cH:6][cH:7]1)[CH2:8][CH2:9][S:10][CH2:11][c:12]1[n:13][n:14][c:15](-[c:17]2[cH:18][cH:19][c:20]([C:21](=[O:23])[NH:45][CH2:44][CH2:43][CH2:42][CH2:41][CH2:40][N:39]([CH3:38])[CH3:46])[cH:24][cH:25]2)[o:16]1.